This data is from the Open Reaction Database (ORD), a public repository of structured organic reaction records. The task is: describe an organic reaction: reactants, conditions, products, and yield Reactants: ClCCC[Si](C=C)(C=C)C=C (3-chloropropyltrivinylsilane), C(C)(=O)[O-].[Na+] (sodium acetate). Run in CN(C=O)C (dimethylformamide). Reaction conditions: temperature 120 celsius. Product: C(C)(=O)OCCC[Si](C=C)(C=C)C=C (3-acetoxypropyltrivinylsilane). Isolated yield 76.0%. As a reaction SMILES: Cl[CH2:2][CH2:3][CH2:4][Si:5]([CH:10]=[CH2:11])([CH:8]=[CH2:9])[CH:6]=[CH2:7].[C:12]([O-:15])(=[O:14])[CH3:13].[Na+]>CN(C)C=O>[C:12]([O:15][CH2:2][CH2:3][CH2:4][Si:5]([CH:10]=[CH2:11])([CH:8]=[CH2:9])[CH:6]=[CH2:7])(=[O:14])[CH3:13] |f:1.2|. Reported procedure: As shown in Reaction Scheme 24, 3-chloropropyltrivinylsilane (1.0 g, 5.35 mmol) and sodium acetate (0.87 g, 10.7 mmol) were dissolved in 17 mL of dimethylformamide (DMF), and the reaction mixture was heated at 120° C. for 12 hours. After the reaction, the organic layer was separated after addition of distilled water and ether. The organic layer was dried over MgSO4, concentrated by evaporation of solvent, and the resulting residue was purified by column chromatography (n-Hex: EA=10:1, Rf=0.4) to... The reactants are CC#N, CCOC(C)=O, NC(=O)c1ccc(Cl)nc1Nc1ccc(C(=O)N2CCOCC2)cc1, [Na+], O=C1CCC(=O)N1Br, O=S([O-])O. Yields the product NC(=O)c1cc(Br)c(Cl)nc1Nc1ccc(C(=O)N2CCOCC2)cc1. As a reaction SMILES: [CH3:39][C:40]#[N:41].[CH3:42][CH2:43][O:44][C:45](=[O:46])[CH3:47].[Cl:1][c:2]1[n:3][c:4]([NH:11][c:12]2[cH:13][cH:14][c:15]([C:18](=[O:19])[N:20]3[CH2:21][CH2:22][O:23][CH2:24][CH2:25]3)[cH:16][cH:17]2)[c:5]([C:6](=[O:7])[NH2:8])[cH:9][cH:10]1.[Na+:38].[O:26]=[C:27]1[N:28]([Br:33])[C:29](=[O:30])[CH2:31][CH2:32]1.[S:34](=[O:35])([OH:36])[O-:37]>>[Cl:1][c:2]1[n:3][c:4]([NH:11][c:12]2[cH:13][cH:14][c:15]([C:18](=[O:19])[N:20]3[CH2:21][CH2:22][O:23][CH2:24][CH2:25]3)[cH:16][cH:17]2)[c:5]([C:6](=[O:7])[NH2:8])[cH:9][c:10]1[Br:33]. The reactants are CCCCCC(C=Cc1ccc(C(=O)OC)cc1)c1ccc2c(c1)N(C(=O)OC(C)(C)C)CCC2(C)C, ClCCl, O=C(O)C(F)(F)F. The product is CCCCCC(C=Cc1ccc(C(=O)OC)cc1)c1ccc2c(c1)NCCC2(C)C. Reaction SMILES: [C:1]([O:2][C:3](=[O:4])[N:8]1[CH2:9][CH2:10][C:11]([CH3:36])([CH3:37])[c:12]2[cH:13][cH:14][c:15]([CH:18]([CH2:19][CH2:20][CH2:21][CH2:22][CH3:23])[CH:24]=[CH:25][c:26]3[cH:27][cH:28][c:29]([C:32](=[O:33])[O:34][CH3:35])[cH:30][cH:31]3)[cH:16][c:17]21)([CH3:5])([CH3:6])[CH3:7].[Cl:45][CH2:46][Cl:47].[OH:38][C:39]([C:40]([F:41])([F:42])[F:43])=[O:44]>>[NH:8]1[CH2:9][CH2:10][C:11]([CH3:36])([CH3:37])[c:12]2[cH:13][cH:14][c:15]([CH:18]([CH2:19][CH2:20][CH2:21][CH2:22][CH3:23])[CH:24]=[CH:25][c:26]3[cH:27][cH:28][c:29]([C:32](=[O:33])[O:34][CH3:35])[cH:30][cH:31]3)[cH:16][c:17]21. The reactants are FC1=CC=C(C=C1)C1=C(N=C(S1)C)C(=O)Cl (5-(4-fluoro-phenyl)-2-methyl-thiazole-4-carbonyl chloride), ClC=1C=C(C2=C(C=C(O2)CC2CN(CCN2)C)C1)Cl ((RS)-3-(5,7-dichloro-benzofuran-2-ylmethyl)-1-methyl-piperazine). Product: ClC=1C=C(C2=C(C=C(O2)CC2N(CCN(C2)C)C(=O)C=2N=C(SC2C2=CC=C(C=C2)F)C)C1)Cl ((RS)-1-[2-(5,7-Dichloro-benzofuran-2-ylmethyl)-4-methyl-piperazin-1-yl]-1-[5-(4-fluoro-phenyl)-2-methyl-thiazol-4-yl]-methanone). RXN SMILES: [F:1][C:2]1[CH:7]=[CH:6][C:5]([C:8]2[S:12][C:11]([CH3:13])=[N:10][C:9]=2[C:14](Cl)=[O:15])=[CH:4][CH:3]=1.[Cl:17][C:18]1[CH:19]=[C:20]([Cl:35])[C:21]2[O:25][C:24]([CH2:26][CH:27]3[NH:32][CH2:31][CH2:30][N:29]([CH3:33])[CH2:28]3)=[CH:23][C:22]=2[CH:34]=1>>[Cl:17][C:18]1[CH:19]=[C:20]([Cl:35])[C:21]2[O:25][C:24]([CH2:26][CH:27]3[CH2:28][N:29]([CH3:33])[CH2:30][CH2:31][N:32]3[C:14]([C:9]3[N:10]=[C:11]([CH3:13])[S:12][C:8]=3[C:5]3[CH:6]=[CH:7][C:2]([F:1])=[CH:3][CH:4]=3)=[O:15])=[CH:23][C:22]=2[CH:34]=1. Procedure details: The title compound (80 mg) was prepared from 5-(4-fluoro-phenyl)-2-methyl-thiazole-4-carbonyl chloride (498 mg) and (RS)-3-(5,7-dichloro-benzofuran-2-ylmethyl)-1-methyl-piperazine, D65 (530 mg) by a procedure similar to that described for Example 1. Reactants: CC(C)C=1C=2N(N=C(C1)C)C=C(N2)C (8-(1-methylethyl)-2,6-dimethyl-imidazo[1,2-b]pyridazine), C(C)C(CC)C=1C=2N(N=C(C1)C)C(=C(N2)C)I (8-(1-ethyl-propyl)-3-iodo-2,6-dimethyl-imidazo[1,2-b]pyridazine). The product is C(C)C(CC)C=1C=2N(N=C(C1)C)C(=C(N2)C)C2=C(N=C1N2N=C(C=C1C(C)C)C)C (8-(1-Ethyl-propyl)-2,6-dimethyl-3-{2,6-dimethyl-8-(1-methylethyl)-imidazo[1,2-b]pyridazin-3-yl}imidazo[1,2-b]pyridazine). Yield: 31.7%. Reaction SMILES: [CH3:1][CH:2]([C:4]1[C:5]2[N:6]([CH:11]=[C:12]([CH3:14])[N:13]=2)[N:7]=[C:8]([CH3:10])[CH:9]=1)[CH3:3].[CH2:15]([CH:17]([C:20]1[C:21]2[N:22]([C:27](I)=[C:28]([CH3:30])[N:29]=2)[N:23]=[C:24]([CH3:26])[CH:25]=1)[CH2:18][CH3:19])[CH3:16]>>[CH2:15]([CH:17]([C:20]1[C:21]2[N:22]([C:27]([C:11]3[N:6]4[N:7]=[C:8]([CH3:10])[CH:9]=[C:4]([CH:2]([CH3:1])[CH3:3])[C:5]4=[N:13][C:12]=3[CH3:14])=[C:28]([CH3:30])[N:29]=2)[N:23]=[C:24]([CH3:26])[CH:25]=1)[CH2:18][CH3:19])[CH3:16]. Procedure details: Using a procedure analogous to Example 16B, 8-(1-methylethyl)-2,6-dimethyl-imidazo[1,2-b]pyridazine (0.19 g, 1.01 mmol) and 8-(1-ethyl-propyl)-3-iodo-2,6-dimethyl-imidazo[1,2-b]pyridazine (0.40 g, 1.16 mmol) give the title compound (0.13 g, 0.32 mmol, 32%). 1H NMR (CDCl3): δ 0.92 (t, J=7.5 Hz, 6H), 1.43 (d, J=1.4 Hz, 3H), 1.45 (d, J=1.4 Hz, 3H), 1.80-1.93 (m, 4H), 2.43 (s, 3H), 2.44 (s, 3H), 2.47 (s, 3H), 2.48 (s, 3H), 3.36-3.44 (m, 1H), 3.74-3.82 (m, 1H), 6.69 (s, 1H), 6.75 (s, 1H) ppm. ES-MS (...